This data is from the Open Reaction Database (ORD), a public repository of structured organic reaction records. The task is: describe an organic reaction: reactants, conditions, products, and yield Reactants: OC1=CC=CC(=N1)C=O (6-hydroxypicolinaldehyde), ClC(C(=O)[O-])(F)F.[Na+] (sodium 2-chloro-2,2-difluoroacetate). The solvent is C(C)#N (acetonitrile). Run at temperature 70 celsius. Product: FC(OC1=CC=CC(=N1)C=O)F (6-(Difluoromethoxy)picolinaldehyde). Yield: 42.7%. As a reaction SMILES: [OH:1][C:2]1[N:7]=[C:6]([CH:8]=[O:9])[CH:5]=[CH:4][CH:3]=1.Cl[C:11]([F:16])([F:15])C([O-])=O.[Na+]>C(#N)C>[F:15][CH:11]([F:16])[O:1][C:2]1[N:7]=[C:6]([CH:8]=[O:9])[CH:5]=[CH:4][CH:3]=1 |f:1.2|. Procedure: To a solution of 6-hydroxypicolinaldehyde (2 g, 16.24 mmol) in acetonitrile (20 mL) was added sodium 2-chloro-2,2-difluoroacetate (4.46 g, 29.24 mmol) at room temperature. The reaction mixture was heated at 70° C. for 18 h. The reaction mixture was cooled to room temperature and the solid was filtered off. Then the crude material was purified via flash chromatography (100-200 mesh silica gel, 10% ethyl acetate in hexane) to afford the title compound (1.2 g, 42.85%). MS (ES+) (M+H) 174.10 Reactants: OC=1C=NC=CC1 (3-hydroxypyridine), C[O-].[Na+] (sodium methylate), C(C#C)Br (propargyl bromide). Run in CN(C=O)C (N,N-dimethylformamide). Product: C(C#C)OC=1C=NC=CC1 (3-(2-propynyloxy)pyridine). Isolated yield 33.8%. As a reaction SMILES: [OH:1][C:2]1[CH:3]=[N:4][CH:5]=[CH:6][CH:7]=1.C[O-].[Na+].[CH2:11](Br)[C:12]#[CH:13]>CN(C)C=O>[CH2:13]([O:1][C:2]1[CH:3]=[N:4][CH:5]=[CH:6][CH:7]=1)[C:12]#[CH:11] |f:1.2|. Reported procedure: To a mixture of 9.5 g (0.1 mole) 3-hydroxypyridine, 5.2 g (0.1 mole) sodium methylate and 150 ml N,N-dimethylformamide, there was added 12.0 g (0.1 mole) propargyl bromide at room temperature over a two hour period. Most of the solvent was removed under reduced pressure. The residue was taken up with 200 ml methylene chloride and 100 ml water, the layers were separated and the methylene chloride evaporated to give 4.5 g 3-(2-propynyloxy)pyridine, yield 34%.